Dataset: the Open Reaction Database (ORD), a public repository of structured organic reaction records. Task: describe an organic reaction: reactants, conditions, products, and yield The reactants are FC1=CC=C(C=C1)C(CCC(=O)O)=O (4-(4-Fluorophenyl)-4-oxobutanoic acid), Cl(=O)(=O)(=O)O (perchloric acid), C(C)(=O)O (acetic acid). The reagents and catalysts are [Pd] (palladium-on-carbon). Reaction conditions: temperature 0 celsius, time 12 hour. Yields the product FC1=CC=C(C=C1)CCCC(=O)OC (Methyl 4-(4-fluorophenyl)butanoate). As a reaction SMILES: [F:1][C:2]1[CH:7]=[CH:6][C:5]([C:8](=O)[CH2:9][CH2:10][C:11]([OH:13])=[O:12])=[CH:4][CH:3]=1.Cl(O)(=O)(=O)=O.[C:20](O)(=O)C>[Pd]>[F:1][C:2]1[CH:7]=[CH:6][C:5]([CH2:8][CH2:9][CH2:10][C:11]([O:13][CH3:20])=[O:12])=[CH:4][CH:3]=1. Reported procedure: The compound obtained in (1) above 73 gm was dissolved into 600 ml of acetic acid. To the solution were added 20 ml of 40% perchloric acid and 10% palladium-on-carbon to effect catalytic hydrogenation under 5 atm. After the evaporation of acetic acid and the addition of 100 ml of water, the residue was extracted with ethyl acetate. The extract was washed with saturated sodium bicarbonate and saturated brine in this order, and dried over anhydrous sodium sulfate. The solvent was evaporated and 10... Starting materials: CN(C(C)=O)CCC(=O)O (3-(N-methylacetamido)propanoic acid), C1(CC1)NC(=O)NC1=CC=C(C=C1)C=1N=C(C2=C(N1)CNC2)N2[C@H](COCC2)C ((S)-1-cyclopropyl-3-(4-(4-(3-methylmorpholino)-6,7-dihydro-5H-pyrrolo[3,4-d]pyrimidin-2-yl)phenyl)urea). The product is C1(CC1)NC(NC1=CC=C(C=C1)C=1N=C(C2=C(N1)CN(C2)C(CCN(C(C)=O)C)=O)N2[C@H](COCC2)C)=O ((S)—N-(3-(2-(4-(3-cyclopropylureido)phenyl)-4-(3-methylmorpholino)-5H-pyrrolo[3,4-d]pyrimidin-6(7H)-yl)-3-oxopropyl)-N-methylacetamide). Yield: 26.0%. Reaction SMILES: [CH3:1][N:2]([CH2:6][CH2:7][C:8]([OH:10])=O)[C:3](=[O:5])[CH3:4].[CH:11]1([NH:14][C:15]([NH:17][C:18]2[CH:23]=[CH:22][C:21]([C:24]3[N:25]=[C:26]([N:33]4[CH2:38][CH2:37][O:36][CH2:35][C@@H:34]4[CH3:39])[C:27]4[CH2:32][NH:31][CH2:30][C:28]=4[N:29]=3)=[CH:20][CH:19]=2)=[O:16])[CH2:13][CH2:12]1>>[CH:11]1([NH:14][C:15](=[O:16])[NH:17][C:18]2[CH:19]=[CH:20][C:21]([C:24]3[N:25]=[C:26]([N:33]4[CH2:38][CH2:37][O:36][CH2:35][C@@H:34]4[CH3:39])[C:27]4[CH2:32][N:31]([C:8](=[O:10])[CH2:7][CH2:6][N:2]([CH3:1])[C:3](=[O:5])[CH3:4])[CH2:30][C:28]=4[N:29]=3)=[CH:22][CH:23]=2)[CH2:13][CH2:12]1. Reported procedure: Method as example 127 using 3-(N-methylacetamido)propanoic acid and (S)-1-cyclopropyl-3-(4-(4-(3-methylmorpholino)-6,7-dihydro-5H-pyrrolo[3,4-d]pyrimidin-2-yl)phenyl)urea (example 3) as starting materials to yield a white solid (36.8 mg, 0.071 mmol, 26%). Reactants: [Na+].C(C1=CC=CC=C1)N(C([S-])=S)CC1=CC=CC=C1 (N,N-dibenzyldithiocarbamic acid sodium salt), ClC1=CC(N(S1)CCC1=CC=CC=C1)=O (5-chloro-2-phenethyl-4-isothiazolin-3-one), [I-].[Na+] (sodium iodide). Run in C(C)O (ethanol). Product: C(C1=CC=CC=C1)N(C(=S)SC1=CC(N(S1)CCC1=CC=CC=C1)=O)CC1=CC=CC=C1 (5-(N,N-Dibenzylthiocarbamoyl)thio-2-phenethyl-4-isothiazolin-3-one). Reaction SMILES: Cl[C:2]1[S:6][N:5]([CH2:7][CH2:8][C:9]2[CH:14]=[CH:13][CH:12]=[CH:11][CH:10]=2)[C:4](=[O:15])[CH:3]=1.[Na+].[CH2:17]([N:24]([CH2:28][C:29]1[CH:34]=[CH:33][CH:32]=[CH:31][CH:30]=1)[C:25](=[S:27])[S-:26])[C:18]1[CH:23]=[CH:22][CH:21]=[CH:20][CH:19]=1.[I-].[Na+]>C(O)C>[CH2:28]([N:24]([CH2:17][C:18]1[CH:23]=[CH:22][CH:21]=[CH:20][CH:19]=1)[C:25]([S:27][C:2]1[S:6][N:5]([CH2:7][CH2:8][C:9]2[CH:14]=[CH:13][CH:12]=[CH:11][CH:10]=2)[C:4](=[O:15])[CH:3]=1)=[S:26])[C:29]1[CH:30]=[CH:31][CH:32]=[CH:33][CH:34]=1 |f:1.2,3.4|. Procedure: To a solution of 4.8 g. (0.02 mole) of 5-chloro-2-phenethyl-4-isothiazolin-3-one in 35 ml of ethanol was added 5.9 g. (0.02 mole) of N,N-dibenzyldithiocarbamic acid sodium salt followed by 0.15 g. sodium iodide. The mixture was concentrated in vacuo and the residue was treated with 300 ml of boiling hexane under reflux. The hexane solution decanted and cooled to give 0.63 g. of the named product, mp 98°-100°. The reactants are CN1C(=O)CCC2(C)c3ccc(Br)cc3CCC12, Cc1ccccc1, ClC(Cl)Cl, [Na+], [Na+], O=C([O-])[O-], OB(O)c1ccc(Oc2ccccc2)cc1, [Pd], c1ccc(P(c2ccccc2)c2ccccc2)cc1, c1ccc(P(c2ccccc2)c2ccccc2)cc1, c1ccc(P(c2ccccc2)c2ccccc2)cc1, c1ccc(P(c2ccccc2)c2ccccc2)cc1. Product: CN1C(=O)CCC2(C)c3ccc(-c4ccc(Oc5ccccc5)cc4)cc3CCC12. RXN SMILES: [CH3:1][N:2]1[C:3](=[O:18])[CH2:4][CH2:5][C:6]2([CH3:17])[c:7]3[c:8]([cH:12][c:13]([Br:16])[cH:14][cH:15]3)[CH2:9][CH2:10][CH:11]12.[CH3:41][c:42]1[cH:43][cH:44][cH:45][cH:46][cH:47]1.[CH:48]([Cl:49])([Cl:50])[Cl:51].[Na+:35].[Na+:36].[O-:37][C:38](=[O:39])[O-:40].[O:19]([c:20]1[cH:21][cH:22][cH:23][cH:24][cH:25]1)[c:26]1[cH:27][cH:28][c:29]([B:32]([OH:33])[OH:34])[cH:30][cH:31]1.[Pd:52].[c:110]1([P:111]([c:112]2[cH:113][cH:114][cH:115][cH:116][cH:117]2)[c:118]2[cH:119][cH:120][cH:121][cH:122][cH:123]2)[cH:124][cH:125][cH:126][cH:127][cH:128]1.[c:53]1([P:54]([c:55]2[cH:56][cH:57][cH:58][cH:59][cH:60]2)[c:61]2[cH:62][cH:63][cH:64][cH:65][cH:66]2)[cH:67][cH:68][cH:69][cH:70][cH:71]1.[c:72]1([P:73]([c:74]2[cH:75][cH:76][cH:77][cH:78][cH:79]2)[c:80]2[cH:81][cH:82][cH:83][cH:84][cH:85]2)[cH:86][cH:87][cH:88][cH:89][cH:90]1.[c:91]1([P:92]([c:93]2[cH:94][cH:95][cH:96][cH:97][cH:98]2)[c:99]2[cH:100][cH:101][cH:102][cH:103][cH:104]2)[cH:105][cH:106][cH:107][cH:108][cH:109]1>>[CH3:1][N:2]1[C:3](=[O:18])[CH2:4][CH2:5][C:6]2([CH3:17])[c:7]3[c:8]([cH:12][c:13](-[c:29]4[cH:28][cH:27][c:26]([O:19][c:20]5[cH:21][cH:22][cH:23][cH:24][cH:25]5)[cH:31][cH:30]4)[cH:14][cH:15]3)[CH2:9][CH2:10][CH:11]12. The reactants are C(C)(C)OC1=CN=CC(=N1)C=1C=C2C(=CNC2=CC1)C1=NNC(O1)=O (5-(5-(6-isopropoxypyrazin-2-yl)-1H-indol-3-yl)-1,3,4-oxadiazol-2(3H)-one), BrC(C)C (2-bromo propane), [H-].[Na+] (sodium hydride). Solvent: CN(C)C=O (DMF). Run at time 2 hour. The product is C(C)(C)OC1=CN=CC(=N1)C=1C=C2C(=CNC2=CC1)C1=NN(C(O1)=O)C(C)C (5-(5-(6-isopropoxypyrazin-2-yl)-1H-indol-3-yl)-3-isopropyl-1,3,4-oxadiazol-2(3H)-one). Isolated yield 26.4%. As a reaction SMILES: [CH:1]([O:4][C:5]1[N:10]=[C:9]([C:11]2[CH:12]=[C:13]3[C:17](=[CH:18][CH:19]=2)[NH:16][CH:15]=[C:14]3[C:20]2[O:24][C:23](=[O:25])[NH:22][N:21]=2)[CH:8]=[N:7][CH:6]=1)([CH3:3])[CH3:2].Br[CH:27]([CH3:29])[CH3:28].[H-].[Na+]>CN(C=O)C>[CH:1]([O:4][C:5]1[N:10]=[C:9]([C:11]2[CH:12]=[C:13]3[C:17](=[CH:18][CH:19]=2)[NH:16][CH:15]=[C:14]3[C:20]2[O:24][C:23](=[O:25])[N:22]([CH:27]([CH3:29])[CH3:28])[N:21]=2)[CH:8]=[N:7][CH:6]=1)([CH3:3])[CH3:2] |f:2.3|. Procedure details: To a stirred solution of 5-(5-(6-isopropoxypyrazin-2-yl)-1H-indol-3-yl)-1,3,4-oxadiazol-2(3H)-one (0.2 g, 0.5 mmol) and 2-bromo propane (0.08 g, 0.6 mmol) in DMF (1 mL) at 0° C. was added 60% sodium hydride (in mineral oil) (0.040 g, 0.1 mmol) and the reaction was stirred for 2 h at RT. The reaction was quenched with water (25 mL) and extracted with EtOAc (25 mL). The organic layer was dried over Na2SO4, filtered and concentrated. The residue was purified with silica gel chromatography (eluting ...